From a dataset of the Open Reaction Database (ORD), a public repository of structured organic reaction records. describe an organic reaction: reactants, conditions, products, and yield Starting materials: C1(=CC=C(C=C1)S(=O)(=O)O)C.NC(C(C(=O)NC1=C(C=C(C=C1)C)C)=O)CC(F)(F)F (3(RS)-amino-5,5,5-trifluoro-2′,4′-dimethyl-2-oxovaleranilide p-toluenesulphonate), C(C)(C)(C)OC(=O)CCC(=O)N[C@@H](CC(OC(C)(C)C)=O)C(=O)N[C@@H](CCC(OC(C)(C)C)=O)C(=O)N[C@@H](CC1=C(C=CC=C1)C)C(=O)N[C@@H](C(C)(C)C)C(=O)N[C@@H](CC(C)C)C(=O)O (N-[N-[N-[N-[N-[3-(tert-butoxycarbonyl)propionyl]-O-tert-butyl-L-α-aspartyl]-O-tert-butyl-L-α-glutamyl]-2-methyl-L-phenylalanyl]-3-methyl-L-valyl]-L-leucine), CN(CCCN=C=NCC)C (1-(3-dimethylamino-propyl)-3-ethylcarbodiimide), ON1N=NC2=C1C=CC=C2 (1-hydroxybenzotriazole), C(C)N1CCOCC1 (N-ethylmorpholine). Solvent: ClCCl (dichloromethane). Conditions: time 6 hour. Yields the product C(C)(C)(C)OC(=O)CCC(=O)N[C@@H](CC(OC(C)(C)C)=O)C(=O)N[C@@H](CCC(OC(C)(C)C)=O)C(=O)N[C@@H](CC1=C(C=CC=C1)C)C(=O)N[C@@H](C(C)(C)C)C(=O)N[C@@H](CC(C)C)C(=O)NC(C(C(=O)NC1=C(C=C(C=C1)C)C)=O)CC(F)(F)F (3(RS)-[[N-[N-[N-[N-[N-[3-(tert-butoxycarbonyl)propionyl]-O-tert-butyl-L-α-aspartyl]-O-tert-butyl-L-α-glutamyl]-2-methyl-L-phenylalanyl]-3-methyl-L-valyl]-L-leucyl]amino]-5,5,5-trifluoro-2′,4′-dimethyl-2-oxovaleranilide). The yield is 25.7%. Reaction SMILES: [C:1]1([CH3:11])[CH:6]=[CH:5][C:4](S(O)(=O)=O)=[CH:3][CH:2]=1.[NH2:12][CH:13]([CH2:27][C:28]([F:31])([F:30])[F:29])[C:14](=[O:26])[C:15]([NH:17][C:18]1[CH:23]=[CH:22][C:21]([CH3:24])=[CH:20][C:19]=1[CH3:25])=[O:16].[C:32]([O:36][C:37]([CH2:39][CH2:40][C:41]([NH:43][C@H:44]([C:53]([NH:55][C@H:56]([C:66]([NH:68][C@H:69]([C:78]([NH:80][C@H:81]([C:86]([NH:88][C@H:89]([C:94](O)=[O:95])[CH2:90][CH:91]([CH3:93])[CH3:92])=[O:87])[C:82]([CH3:85])([CH3:84])[CH3:83])=[O:79])CC1C=CC=CC=1C)=[O:67])[CH2:57][CH2:58][C:59](=[O:65])[O:60][C:61]([CH3:64])([CH3:63])[CH3:62])=[O:54])[CH2:45][C:46](=[O:52])[O:47][C:48]([CH3:51])([CH3:50])[CH3:49])=[O:42])=[O:38])([CH3:35])([CH3:34])[CH3:33].[CH3:97]N(C)CCCN=C=NCC.ON1C2C=CC=CC=2N=N1.C(N1CCOCC1)C>ClCCl>[C:32]([O:36][C:37]([CH2:39][CH2:40][C:41]([NH:43][C@H:44]([C:53]([NH:55][C@H:56]([C:66]([NH:68][C@H:69]([C:78]([NH:80][C@H:81]([C:86]([NH:88][C@H:89]([C:94]([NH:12][CH:13]([CH2:27][C:28]([F:29])([F:30])[F:31])[C:14](=[O:26])[C:15]([NH:17][C:18]1[CH:23]=[CH:22][C:21]([CH3:24])=[CH:20][C:19]=1[CH3:25])=[O:16])=[O:95])[CH2:90][CH:91]([CH3:92])[CH3:93])=[O:87])[C:82]([CH3:85])([CH3:84])[CH3:83])=[O:79])[CH2:11][C:1]1[CH:6]=[CH:5][CH:4]=[CH:3][C:2]=1[CH3:97])=[O:67])[CH2:57][CH2:58][C:59](=[O:65])[O:60][C:61]([CH3:63])([CH3:64])[CH3:62])=[O:54])[CH2:45][C:46](=[O:52])[O:47][C:48]([CH3:51])([CH3:50])[CH3:49])=[O:42])=[O:38])([CH3:33])([CH3:34])[CH3:35] |f:0.1|. Procedure details: 115 mg (0.25 mmol) of the foregoing 3(RS)-amino-5,5,5-trifluoro-2′,4′-dimethyl-2-oxovaleranilide p-toluenesulphonate (1:1), 183 mg (0.2 mmol) of N-[N-[N-[N-[N-[3-(tert-butoxycarbonyl)propionyl]-O-tert-butyl-L-α-aspartyl]-O-tert-butyl-L-α-glutamyl]-2-methyl-L-phenylalanyl]-3-methyl-L-valyl]-L-leucine, 58 mg (0.3 mmol) of 1-(3-dimethylamino-propyl)-3-ethylcarbodiimide, 30 mg (0.22 mmol) of 1-hydroxybenzotriazole and 46 mg (0.4 mmol) of N-ethylmorpholine were dissolved in 10 ml of dichloromethane a... Reactants: Cl.O1C(COC2=C1C=CC=C2)CN (2,3-Dihydro-1,4-benzodioxin-2-methanamine hydrochloride), COC=1C=C2C(=CNC2=CC1)CCCBr (5-methoxy-3-(3-bromopropyl)indole), C(C)(C)N(CC)C(C)C (diisopropylethylamine). Solvent: CN(C)C=O (DMF), CN(C)C=O (DMF). Run at temperature 80 celsius. The product is O1C(COC2=C1C=CC=C2)CNCCCC2=CNC1=CC=C(C=C21)OC ((2.3-Dihydro-benzo[1,4]dioxin-2-ylmethyl)-[3-(5-methoxy-1H-indol-3-yl)-propyl]-amine). The yield is 33.6%. Reaction SMILES: Cl.[O:2]1[C:7]2[CH:8]=[CH:9][CH:10]=[CH:11][C:6]=2[O:5][CH2:4][CH:3]1[CH2:12][NH2:13].[CH3:14][O:15][C:16]1[CH:17]=[C:18]2[C:22](=[CH:23][CH:24]=1)[NH:21][CH:20]=[C:19]2[CH2:25][CH2:26][CH2:27]Br.C(N(C(C)C)CC)(C)C>CN(C=O)C>[O:2]1[C:7]2[CH:8]=[CH:9][CH:10]=[CH:11][C:6]=2[O:5][CH2:4][CH:3]1[CH2:12][NH:13][CH2:27][CH2:26][CH2:25][C:19]1[C:18]2[C:22](=[CH:23][CH:24]=[C:16]([O:15][CH3:14])[CH:17]=2)[NH:21][CH:20]=1 |f:0.1|. Procedure details: 2,3-Dihydro-1,4-benzodioxin-2-methanamine hydrochloride (2.3 g, 11.0 mmole) in DMF (100 ml) was slowly added to a mixture of 5-methoxy-3-(3-bromopropyl)indole (3.0 g, 11.0 mmole) and diisopropylethylamine (9.7 ml, 55 mmole) in 100 ml of DMF with stirring and the mixture was heated at 80° C. for 24 hours. Most of DMF was removed in vacuum and the residue was partitioned between dichloromethane and saturated aqueous sodium bicarbonate. The dichloromethane solution was dried over anhydrous sodium s... Starting materials: ClC=1C=NC=C(C1C[C@@H]1NCC(C1)(CC=C)CC=C)Cl ((R)-3,5-dichloro-4((4,4-diallylpyrrolidin-2-yl)methyl)pyridine), CO (MeOH). The reagents and catalysts are Cl[Ru]([P](C1CCCCC1)(C2CCCCC2)C3CCCCC3)(=CC4=CC=CC=C4)(Cl)=C5N(C6=C(C)C=C(C)C=C6C)CCN5C7=C(C)C=C(C)C=C7C (grubbs catalyst 2nd generation). Run in C(Cl)Cl (DCM), C(Cl)Cl (DCM). Run at temperature 40 celsius, time 20 hour. Product: ClC=1C=NC=C(C1C[C@@H]1NCC2(C1)CC=CC2)Cl ((R)-3-((3,5-dichloropyridin-4-yl)methyl)-2-azaspiro[4.4]non-7-ene). Isolated yield 35.4%. As a reaction SMILES: [Cl:1][C:2]1[CH:3]=[N:4][CH:5]=[C:6]([Cl:20])[C:7]=1[CH2:8][C@H:9]1[CH2:13][C:12]([CH2:17][CH:18]=[CH2:19])([CH2:14]C=C)[CH2:11][NH:10]1.CO>Cl[Ru](=C1N(C2C(C)=CC(C)=CC=2C)CCN1C1C(C)=CC(C)=CC=1C)(Cl)(=CC1C=CC=CC=1)[P](C1CCCCC1)(C1CCCCC1)C1CCCCC1.C(Cl)Cl>[Cl:20][C:6]1[CH:5]=[N:4][CH:3]=[C:2]([Cl:1])[C:7]=1[CH2:8][C@H:9]1[CH2:13][C:12]2([CH2:14][CH:19]=[CH:18][CH2:17]2)[CH2:11][NH:10]1 |^1:55|. Procedure: A mixture (R)-3,5-dichloro-4((4,4-diallylpyrrolidin-2-yl)methyl)pyridine (3.1 g, 9.96 mmol) and grubbs catalyst 2nd generation (1.691 g, 1.992 mmol) in DCM (996 ml). The mixture was stirred at 40° C. for 20 h. The mixture was concentrated and absorbed onto a plug of silica gel and purified by chromatography through a Biotage column (100 g), eluting with a gradient of 1% to 50% 1 M NH3.MeOH in DCM, to provide (R)-3-((3,5-dichloropyridin-4-yl)methyl)-2-azaspiro[4.4]non-7-ene (1.0 g, 3.53 mmol, 35.... The reactants are C=CCBr, C1CCC2=NCCCN2CC1, CCOC(C)=O, ClCCl, CC1CN(C(=O)C(F)(F)F)CCc2cc(O)c(I)cc21. The product is C=CCOc1cc2c(cc1I)C(C)CN(C(=O)C(F)(F)F)CC2. RXN SMILES: [CH2:21]([CH:22]=[CH2:23])[Br:24].[CH2:25]1[CH2:26][CH2:27][C:28]2=[N:33][CH2:32][CH2:31][CH2:30][N:29]2[CH2:34][CH2:35]1.[CH3:39][CH2:40][O:41][C:42]([CH3:43])=[O:44].[Cl:36][CH2:37][Cl:38].[F:1][C:2]([C:3](=[O:4])[N:5]1[CH2:6][CH2:7][c:8]2[c:9]([cH:13][c:14]([I:18])[c:15]([OH:17])[cH:16]2)[CH:10]([CH3:12])[CH2:11]1)([F:19])[F:20]>>[F:1][C:2]([C:3](=[O:4])[N:5]1[CH2:6][CH2:7][c:8]2[c:9]([cH:13][c:14]([I:18])[c:15]([O:17][CH2:23][CH:22]=[CH2:21])[cH:16]2)[CH:10]([CH3:12])[CH2:11]1)([F:19])[F:20]. Starting materials: CSc1nc(Cl)c2ccc(=O)n(-c3c(F)cccc3F)c2n1, ClCCl, O=C(OO)c1cccc(Cl)c1. Product: CS(=O)c1nc(Cl)c2ccc(=O)n(-c3c(F)cccc3F)c2n1. As a reaction SMILES: [Cl:1][c:2]1[c:3]2[c:4]([n:5][c:6]([S:8][CH3:9])[n:7]1)[n:10](-[c:15]1[c:16]([F:22])[cH:17][cH:18][cH:19][c:20]1[F:21])[c:11](=[O:14])[cH:12][cH:13]2.[Cl:34][CH2:35][Cl:36].[OH:23][O:24][C:25]([c:26]1[cH:27][c:28]([Cl:29])[cH:30][cH:31][cH:32]1)=[O:33]>>[Cl:1][c:2]1[c:3]2[c:4]([n:5][c:6]([S:8]([CH3:9])=[O:23])[n:7]1)[n:10](-[c:15]1[c:16]([F:22])[cH:17][cH:18][cH:19][c:20]1[F:21])[c:11](=[O:14])[cH:12][cH:13]2. Reactants: C1COC2(CCC(CC2)C2=CNC3=CC=C(C=C23)F)O1 (4-(5-Fluoro-1H-3-indolyl)-cyclohexanone ethylene ketal), FC1=CC=C2C(=CNC2=C1)C1=CCCCC1 (4-(6-fluoro-1H-3-indolyl)-cyclohex-3-en). Yields the product C1COC2(CCC(CC2)C2=CNC3=CC(=CC=C23)F)O1 (4-(6-Fluoro-1H-3-indolyl)-cyclohexanone ethylene ketal). Yield: 60.0%. RXN SMILES: [CH2:1]1[O:20][C:4]2([CH2:9][CH2:8][CH:7]([C:10]3[C:18]4[C:13](=[CH:14][CH:15]=[C:16](F)[CH:17]=4)[NH:12][CH:11]=3)[CH2:6][CH2:5]2)[O:3][CH2:2]1.[F:21]C1C=C2C(C(C3CCCCC=3)=CN2)=CC=1>>[CH2:1]1[O:20][C:4]2([CH2:9][CH2:8][CH:7]([C:10]3[C:18]4[C:13](=[CH:14][C:15]([F:21])=[CH:16][CH:17]=4)[NH:12][CH:11]=3)[CH2:6][CH2:5]2)[O:3][CH2:2]1. Procedure details: This compound was prepared in the manner as described above for (2a) by replacing 4-(5-fluoro-1H-3-indolyl)-cyclohex-3-en-ethylene ketal with 4-(6-fluoro-1H-3-indolyl)-cyclohex-3-en-isomer ethylene ketal (9.54 g) in 60% yield (5.83 g) as a white solid: mp 158-159° C.